This data is from the Open Reaction Database (ORD), a public repository of structured organic reaction records. The task is: describe an organic reaction: reactants, conditions, products, and yield The reactants are CON(C(=O)[C@H]1[C@@H](CCC1)C=1C=C2C(=CN(C2=CC1)C)C#N)C (trans-2-(3-Cyano-1-methyl-1H-indol-5-yl)-cyclopentanecarboxylic acid methoxy-methyl-amide), [H-].[Na+] (sodium hydride), [H-].[Al+3].[Li+].[H-].[H-].[H-] (lithium aluminum hydride), IC (iodomethane). Solvent: O1CCCC1 (tetrahydrofuran), O1CCCC1 (tetrahydrofuran). Run at temperature -45 celsius, time 15 minute. Yields the product C(=O)[C@H]1[C@@H](CCC1)C=1C=C2C(=CN(C2=CC1)C)C#N (trans-5-(2-Formyl-cyclopentyl)-1-methyl-1H-indole-3-carbonitrile). Isolated yield 93.9%. RXN SMILES: CON(C)[C:4]([C@@H:6]1[CH2:10][CH2:9][CH2:8][C@H:7]1[C:11]1[CH:12]=[C:13]2[C:17](=[CH:18][CH:19]=1)[N:16]([CH3:20])[CH:15]=[C:14]2[C:21]#[N:22])=[O:5].[H-].[Na+].IC.[H-].[Al+3].[Li+].[H-].[H-].[H-]>O1CCCC1>[CH:4]([C@@H:6]1[CH2:10][CH2:9][CH2:8][C@H:7]1[C:11]1[CH:12]=[C:13]2[C:17](=[CH:18][CH:19]=1)[N:16]([CH3:20])[CH:15]=[C:14]2[C:21]#[N:22])=[O:5] |f:1.2,4.5.6.7.8.9|. Procedure: A solution of trans-2-(3-Cyano-1-methyl-1H-indol-5-yl)-cyclopentanecarboxylic acid methoxy-methyl-amide (0.080 g, 0.27 mMol) in anhydrous tetrahydrofuran (5 mL) was treated with sodium hydride (0.013 g, 1.68 mMol). The mixture was stirred for 15 minutes and then treated with iodomethane (0.077 g, 0.54 mMol). After stirring 1.5 hours, the mixture was quenched with water and evaporated. The residue was dissolved in ethyl acetate, washed with brine, dried over sodium sulfate, filtered, and concentr... Starting materials: BrC/C=C/C(=O)OCC (ethyl 4-bromocrotonate), OC=1C=C(C#N)C=CC1 (3-hydroxybenzonitrile), C([O-])([O-])=O.[K+].[K+] (potassium carbonate), [I-].[K+] (potassium iodide), Cl (hydrochloric acid). Run in CN(C=O)C (N,N-dimethylformamide). Yields the product C(#N)C=1C=C(OCC=CC(=O)OCC)C=CC1 (ethyl 4-(3-cyanophenoxy)-2-butenoate). Reaction SMILES: Br[CH2:2]/[CH:3]=[CH:4]/[C:5]([O:7][CH2:8][CH3:9])=[O:6].[OH:10][C:11]1[CH:12]=[C:13]([CH:16]=[CH:17][CH:18]=1)[C:14]#[N:15].C(=O)([O-])[O-].[K+].[K+].[I-].[K+].Cl>CN(C)C=O>[C:14]([C:13]1[CH:12]=[C:11]([CH:18]=[CH:17][CH:16]=1)[O:10][CH2:2][CH:3]=[CH:4][C:5]([O:7][CH2:8][CH3:9])=[O:6])#[N:15] |f:2.3.4,5.6|. Reported procedure: 1 g (3.9 mmol) of ethyl 4-bromocrotonate, 465 mg (3.9 mmol) of 3-hydroxybenzonitrile, 539 mg (3.9 mmol) of potassium carbonate and 647 mg (3.9 mmol)) of potassium iodide were stirred in N,N-dimethylformamide at room temperature for 3 days. 1 N hydrochloric acid was added to the reaction liquid. After the extraction with ethyl acetate, the extract was washed with 1 N aqueous sodium hydroxide solution and saturated aqueous common salt solution, and dried over anhydrous magnesium sulfate. The solve... The reactants are II, ClC1=C(C=CC=C1)CC#N (2-chlorophenylacetonitrile), C(C)O (ethanol), [Na] (sodium). The solvent is C(C)(=O)OCC (ethyl acetate). Reaction conditions: temperature 100 celsius, time 1 hour. Yields the product ClC1=C(C=CC=C1)C(C#N)C(C)=O (2-(2-Chlorophenyl)-3-oxobutyronitrile). As a reaction SMILES: [CH2:1]([OH:3])[CH3:2].[Na].[Cl:5][C:6]1[CH:11]=[CH:10][CH:9]=[CH:8][C:7]=1[CH2:12][C:13]#[N:14]>C(OCC)(=O)C>[Cl:5][C:6]1[CH:11]=[CH:10][CH:9]=[CH:8][C:7]=1[CH:12]([C:1](=[O:3])[CH3:2])[C:13]#[N:14] |^1:3|. Reported procedure: The procedure of P. L. Julian et al (Org. Syn, C. V. II, p, 487) was used. To 25 mL of anhydrous ethanol was added 2.0 g or sodium metal. The mixture was heated to 100° C. with a heating mantle to effect complete reaction. To the warm solution was added 10.0 g 2-chlorophenylacetonitrile followed by 9.7 mL dry ethyl acetate. After one hour, the mixture was cooled to -10° C. and was filtered through a medium fritted funnel. The white precipitate was washed twice with ether and was combined with th... Reactants: O[C@H]1C[C@@H]([C@H](N(C1)C(=O)OC)C(=O)N1CCN(CC1)C1=CC=CC=C1)C(=O)OC (dimethyl(2S,3S,5S)-5-hydroxy-2-[(4-phenylpiperazin-1-yl)carbonyl]piperidine-1,3-dicarboxylate), CC(C)([O-])C.[K+] (potassium tert-butoxide), CC(C)(C)OC(CBr)=O (bromo-acetic acid 1,1-dimethylethyl ester). Solvent: O1CCCC1 (tetrahydrofuran), O1CCCC1 (tetrahydrofuran). Reaction conditions: time 30 minute. The product is C(C)(C)(C)OC(CO[C@H]1C[C@@H]([C@H](N(C1)C(=O)OC)C(=O)N1CCN(CC1)C1=CC=CC=C1)C(=O)OC)=O (dimethyl(2S,3S,5S)-5-(2-tert-butoxy-2-oxoethoxy)-2-[(4-phenylpiperazin-1-yl)carbonyl]piperidine-1,3-dicarboxylate). As a reaction SMILES: [OH:1][C@@H:2]1[CH2:7][N:6]([C:8]([O:10][CH3:11])=[O:9])[C@H:5]([C:12]([N:14]2[CH2:19][CH2:18][N:17]([C:20]3[CH:25]=[CH:24][CH:23]=[CH:22][CH:21]=3)[CH2:16][CH2:15]2)=[O:13])[C@@H:4]([C:26]([O:28][CH3:29])=[O:27])[CH2:3]1.CC(C)([O-])C.[K+].[CH3:36][C:37]([O:40][C:41](=[O:44])[CH2:42]Br)([CH3:39])[CH3:38]>O1CCCC1>[C:37]([O:40][C:41](=[O:44])[CH2:42][O:1][C@@H:2]1[CH2:7][N:6]([C:8]([O:10][CH3:11])=[O:9])[C@H:5]([C:12]([N:14]2[CH2:19][CH2:18][N:17]([C:20]3[CH:25]=[CH:24][CH:23]=[CH:22][CH:21]=3)[CH2:16][CH2:15]2)=[O:13])[C@@H:4]([C:26]([O:28][CH3:29])=[O:27])[CH2:3]1)([CH3:39])([CH3:38])[CH3:36] |f:1.2|. Reported procedure: To a solution of dimethyl(2S,3S,5S)-5-hydroxy-2-[(4-phenylpiperazin-1-yl)carbonyl]piperidine-1,3-dicarboxylate (50.0 mg, 0.000123 mol) in tetrahydrofuran (0.50 mL, 0.0062 mol) was added 1.00 M of potassium tert-butoxide in tetrahydrofuran (0.150 mL). After stirred at rt for 30 min, to the mixture was added bromo-acetic acid 1,1-dimethylethyl ester (0.0228 mL, 0.000154 mol). The resulting mixture was stirred at rt overnight and then concentrated to dry. Starting materials: acetate salt, N[C@H]1C[C@H](C1)CO ((cis-3-aminocyclobutyl)methanol), C(OCC1=CC=CC=C1)(ON1C(CCC1=O)=O)=O (benzyl succinimidyl carbonate), C(C)#N (acetonitrile), CC(C)O (2-propanol). Run in C(C)N(CC)CC (triethylamine). Reaction conditions: time 8 hour. Yields the product OC[C@H]1C[C@H](C1)NC(OCC1=CC=CC=C1)=O (Benzyl [cis-3-(hydroxymethyl)cyclobutyl]carbamate). Reaction SMILES: [NH2:1][C@@H:2]1[CH2:5][C@H:4]([CH2:6][OH:7])[CH2:3]1.[C:8](=O)([O:17]N1C(=O)CCC1=O)[O:9][CH2:10][C:11]1[CH:16]=[CH:15][CH:14]=[CH:13][CH:12]=1.C(#N)C.CC(O)C>C(N(CC)CC)C>[OH:7][CH2:6][C@@H:4]1[CH2:5][C@H:2]([NH:1][C:8](=[O:17])[O:9][CH2:10][C:11]2[CH:16]=[CH:15][CH:14]=[CH:13][CH:12]=2)[CH2:3]1. Procedure: A mixture of 6.0 g of {cis-3-[(benzyloxy)methyl]cyclobutyl}amine, 2 g of 20% palladium hydroxide on carbon, 200 mL of methanol and 20 mL of acetic acid was stirred at room temperature under an atmosphere of hydrogen (balloon) for 24 h. The mixture was filtered to remove catalyst and concentrated under reduced pressure. Further drying under vacuum gave 6.5 g of the acetate salt of (cis-3-aminocyclobutyl)methanol as a thick resin. A mixture of 6.5 g of the acetate salt of (cis-3-aminocyclobutyl)me...